From a dataset of the Open Reaction Database (ORD), a public repository of structured organic reaction records. describe an organic reaction: reactants, conditions, products, and yield Reactants: ClC1=NC(=C2N=CN(C2=N1)[C@H]1[C@H](OC(C)=O)[C@H](OC(C)=O)[C@H](O1)COC1CC1)Cl (2,6-dichloro-9-(2,3-di-O-acetyl-5-O-cyclopropyl-β-D-ribofuranosyl)-purine), C1(CCCC1)N (cyclopentylamine). The product is C1(CCCC1)NC=1C=2N=CN([C@H]3[C@H](O)[C@H](O)[C@@H](COC4CC4)O3)C2N=C(N1)Cl (N6-cyclopentyl-2-Chloro-5′-O-cyclopropyladenosine). RXN SMILES: [Cl:1][C:2]1[N:10]=[C:9]2[C:5]([N:6]=[CH:7][N:8]2[C@@H:11]2[O:23][C@H:22]([CH2:24][O:25][CH:26]3[CH2:28][CH2:27]3)[C@@H:17]([O:18]C(=O)C)[C@H:12]2[O:13]C(=O)C)=[C:4](Cl)[N:3]=1.[CH:30]1([NH2:35])[CH2:34][CH2:33][CH2:32][CH2:31]1>>[CH:30]1([NH:35][C:4]2[C:5]3[N:6]=[CH:7][N:8]([C:9]=3[N:10]=[C:2]([Cl:1])[N:3]=2)[C@@H:11]2[O:23][C@H:22]([CH2:24][O:25][CH:26]3[CH2:27][CH2:28]3)[C@@H:17]([OH:18])[C@H:12]2[OH:13])[CH2:34][CH2:33][CH2:32][CH2:31]1. Procedure details: Method B. The reaction was carried out with 2,6-dichloro-9-(2,3-di-O-acetyl-5-O-cyclopropyl-β-D-ribofuranosyl)-purine (65, 543 mg, 1.22 mmol) and cyclopentylamine (1.83 mmol, 180 μL). The mixture was purified by column chromatography (eluens 5% MeOH in CH2Cl2). Yield 400 mg (0.98 mmol, 80%), mp 104–106° C.; Rf 0.51 (10% MeOH in CH2Cl2). The product was re-crystallized from (C2H5)2O; 1H NMR (DMSO-d6) δ 8.34 (bs, 1H, NH), 8.28 (s, 1H, H-8), 5.81 (d, 1H, J=5.15 Hz, H-1′), 5.53 (d, 1H, J=5.84 Hz, OH... The reactants are CCOC(=O)c1ccc(NC(=O)c2ccc3ccn(S(=O)(=O)c4cc(Cl)ccc4OC)c3c2)cc1, CO, Cl, [Li+], C1CCOC1, [OH-], O. The product is COc1ccc(Cl)cc1S(=O)(=O)n1ccc2ccc(C(=O)Nc3ccc(C(=O)O)cc3)cc21. Reaction SMILES: [CH2:1]([CH3:2])[O:3][C:4]([c:5]1[cH:6][cH:7][c:8]([NH:11][C:12](=[O:13])[c:14]2[cH:15][cH:16][c:17]3[cH:18][cH:19][n:20]([S:23](=[O:24])(=[O:25])[c:26]4[c:27]([O:33][CH3:34])[cH:28][cH:29][c:30]([Cl:32])[cH:31]4)[c:21]3[cH:22]2)[cH:9][cH:10]1)=[O:35].[CH3:44][OH:45].[ClH:38].[Li+:37].[O:39]1[CH2:40][CH2:41][CH2:42][CH2:43]1.[OH-:36].[OH2:46]>>[O:3]=[C:4]([c:5]1[cH:6][cH:7][c:8]([NH:11][C:12](=[O:13])[c:14]2[cH:15][cH:16][c:17]3[cH:18][cH:19][n:20]([S:23](=[O:24])(=[O:25])[c:26]4[c:27]([O:33][CH3:34])[cH:28][cH:29][c:30]([Cl:32])[cH:31]4)[c:21]3[cH:22]2)[cH:9][cH:10]1)[OH:35]. The reactants are CCOC(C)=O, CCOCC, CCOCC, CSc1nccc(-c2c(-c3ccc(F)cc3)c(=O)n3n2C(C(=O)O)CCC3)n1, C=[N+]=[N-]. Yields the product COC(=O)C1CCCn2c(=O)c(-c3ccc(F)cc3)c(-c3ccnc(SC)n3)n21. As a reaction SMILES: [C:32]([O:33][CH2:34][CH3:35])(=[O:36])[CH3:37].[CH2:38]([O:39][CH2:40][CH3:41])[CH3:42].[CH3:43][CH2:44][O:45][CH2:46][CH3:47].[F:1][c:2]1[cH:3][cH:4][c:5](-[c:8]2[c:9](-[c:21]3[n:22][c:23]([S:27][CH3:28])[n:24][cH:25][cH:26]3)[n:10]3[n:11]([c:19]2=[O:20])[CH2:12][CH2:13][CH2:14][CH:15]3[C:16](=[O:17])[OH:18])[cH:6][cH:7]1.[N+:29](=[N-:30])=[CH2:31]>>[F:1][c:2]1[cH:3][cH:4][c:5](-[c:8]2[c:9](-[c:21]3[n:22][c:23]([S:27][CH3:28])[n:24][cH:25][cH:26]3)[n:10]3[n:11]([c:19]2=[O:20])[CH2:12][CH2:13][CH2:14][CH:15]3[C:16]([O:17][CH3:31])=[O:18])[cH:6][cH:7]1. Reactants: ClC1=CC2=C(N=N1)CCN(C2)C(CC(C2=CC=CC=C2)C2=CC=CC=C2)=O (3-chloro-6-(3,3-diphenylpropionyl)-5,6,7,8-tetrahydropyrido[4,3-c]pyridazine), O.NN (hydrazine hydrate). The solvent is O1CCOCC1 (dioxane). Product: C1(=CC=CC=C1)C(CC(=O)N1CC2=C(N=NC(=C2)NN)CC1)C1=CC=CC=C1 (6-(3,3-Diphenylpropionyl)-3-hydrazino-5,6,7,8-tetrahydropyrido[4,3-c]pyridazine). Reaction SMILES: Cl[C:2]1[N:7]=[N:6][C:5]2[CH2:8][CH2:9][N:10]([C:12](=[O:27])[CH2:13][CH:14]([C:21]3[CH:26]=[CH:25][CH:24]=[CH:23][CH:22]=3)[C:15]3[CH:20]=[CH:19][CH:18]=[CH:17][CH:16]=3)[CH2:11][C:4]=2[CH:3]=1.O.[NH2:29][NH2:30]>O1CCOCC1>[C:15]1([CH:14]([C:21]2[CH:26]=[CH:25][CH:24]=[CH:23][CH:22]=2)[CH2:13][C:12]([N:10]2[CH2:9][CH2:8][C:5]3[N:6]=[N:7][C:2]([NH:29][NH2:30])=[CH:3][C:4]=3[CH2:11]2)=[O:27])[CH:20]=[CH:19][CH:18]=[CH:17][CH:16]=1 |f:1.2|. Procedure details: 7.6 g of 3-chloro-6-(3,3-diphenylpropionyl)-5,6,7,8-tetrahydropyrido[4,3-c]pyridazine in 40 cc of hydrazine hydrate and 40 cc of dioxane are stirred at a bath temperature of 100° during 12 hours. The mixture is cooled with ice, whereupon the title compound precipitates and is recrystallized from ethanol/water (ratio 6:1). The title compound has a M.P. of 208°-211° (decomp.).